From a dataset of the Open Reaction Database (ORD), a public repository of structured organic reaction records. describe an organic reaction: reactants, conditions, products, and yield Starting materials: [O-]CC.[Na+] (sodium ethoxide), C(C)O (ethanol), CS(=O)(=O)NC1=CC2=C(NC(=NS2(=O)=O)CC(=O)O)C=C1 ((7-methanesulfonylamino-1,1-dioxo-1,4-dihydro-1λ6-benzo[1,2,4]thiadiazin-3-yl)-acetic acid), C(C)OC(=O)C1C(CCC1)NC1CCCC1 (2-cyclopentylamino-cyclopentanecarboxylic acid ethyl ester), CN1CCOCC1 (N-methylmorpholine), Cl.CN(CCCN=C=NCC)C (1-(3-dimethylaminopropyl)-3-ethylcarbodiimide hydrochloride). Solvent: C(C)(=O)O (acetic acid), CN(C=O)C (N,N-dimethylformamide). Reaction conditions: temperature 25 celsius, time 4 hour. Product: C1(CCCC1)N1C(C(=C([C@@H]2CCC[C@H]12)O)C1=NS(C2=C(N1)C=CC(=C2)NS(=O)(=O)C)(=O)=O)=O (cis-N-[3-(1-cyclopentyl-4-hydroxy-2-oxo-2,4a,5,6,7,7a-hexahydro-1H-[1]pyrindin-3-yl)-1,1-dioxo-1,4-dihydro-1λ6-benzo[1,2,4]thiadiazin-7-yl]-methanesulfonamide). The yield is 1.7%. As a reaction SMILES: [CH3:1][S:2]([NH:5][C:6]1[CH:21]=[CH:20][C:9]2[NH:10][C:11]([CH2:16][C:17](O)=[O:18])=[N:12][S:13](=[O:15])(=[O:14])[C:8]=2[CH:7]=1)(=[O:4])=[O:3].C(O[C:25]([CH:27]1[CH2:31][CH2:30][CH2:29][CH:28]1[NH:32][CH:33]1[CH2:37][CH2:36][CH2:35][CH2:34]1)=[O:26])C.CN1CCOCC1.Cl.CN(C)CCCN=C=NCC.[O-]CC.[Na+].C(O)C>CN(C)C=O.C(O)(=O)C>[CH:33]1([N:32]2[C@@H:28]3[C@@H:27]([CH2:31][CH2:30][CH2:29]3)[C:25]([OH:26])=[C:16]([C:11]3[NH:10][C:9]4[CH:20]=[CH:21][C:6]([NH:5][S:2]([CH3:1])(=[O:4])=[O:3])=[CH:7][C:8]=4[S:13](=[O:14])(=[O:15])[N:12]=3)[C:17]2=[O:18])[CH2:34][CH2:35][CH2:36][CH2:37]1 |f:3.4,5.6|. Procedure details: A solution of (7-methanesulfonylamino-1,1-dioxo-1,4-dihydro-1λ6-benzo[1,2,4]thiadiazin-3-yl)-acetic acid (prepared as described in Example 1j, 0.100 g, 0.300 mmol) and 2-cyclopentylamino-cyclopentanecarboxylic acid ethyl ester (0.068 g, 0.300 mmol) in N,N-dimethylformamide (1.5 mL) was treated with N-methylmorpholine (63.7 mg, 0.63 mmol), 1-(3-dimethylaminopropyl)-3-ethylcarbodiimide hydrochloride (60.4 mg, 0.315 mmol) and stirred at 25° C. for 4 h. The solvent was removed in vacuo. The crude ma... Starting materials: C(C)(C)(C)OC(/C(/CCN)=C/C1=CC(=C(C=C1)N1C=NC(=C1)C)OC)=O ((E)-4-amino-2-[3-methoxy-4-(4-methyl-1H-imidazol-1-yl)benzylidene]butyric acid tert-butyl ester), FC=1C=C(C=O)C=CC1 (3-fluorobenzaldehyde), C(C)(=O)O[BH-](OC(C)=O)OC(C)=O.[Na+] (sodium triacetoxy borohydride), O.C([O-])(O)=O.[Na+] (sodium bicarbonate water). The solvent is C(C)(=O)O (acetic acid), C(Cl)Cl (methylene chloride), C(C)(=O)OCC (ethyl acetate). The product is C(C)(C)(C)OC(/C(/CCNCC1=CC(=CC=C1)F)=C/C1=CC(=C(C=C1)N1C=NC(=C1)C)OC)=O ((E)-4-(3-fluorobenzylamino)-2-[3-methoxy-4-(4-methyl-1H-imidazol-1-yl)benzylidene]butyric acid tert-butyl ester). Reaction SMILES: [C:1]([O:5][C:6](=[O:26])/[C:7](=[CH:11]/[C:12]1[CH:17]=[CH:16][C:15]([N:18]2[CH:22]=[C:21]([CH3:23])[N:20]=[CH:19]2)=[C:14]([O:24][CH3:25])[CH:13]=1)/[CH2:8][CH2:9][NH2:10])([CH3:4])([CH3:3])[CH3:2].[F:27][C:28]1[CH:29]=[C:30]([CH:33]=[CH:34][CH:35]=1)[CH:31]=O.C(O[BH-](OC(=O)C)OC(=O)C)(=O)C.[Na+].O.C(=O)(O)[O-].[Na+]>C(OCC)(=O)C.C(O)(=O)C.C(Cl)Cl>[C:1]([O:5][C:6](=[O:26])/[C:7](=[CH:11]/[C:12]1[CH:17]=[CH:16][C:15]([N:18]2[CH:22]=[C:21]([CH3:23])[N:20]=[CH:19]2)=[C:14]([O:24][CH3:25])[CH:13]=1)/[CH2:8][CH2:9][NH:10][CH2:31][C:30]1[CH:33]=[CH:34][CH:35]=[C:28]([F:27])[CH:29]=1)([CH3:4])([CH3:3])[CH3:2] |f:2.3,4.5.6|. Procedure details: To a methylene chloride (2.0 mL) solution of (E)-4-amino-2-[3-methoxy-4-(4-methyl-1H-imidazol-1-yl)benzylidene]butyric acid tert-butyl ester (71 mg), 3-fluorobenzaldehyde (21.1 μL), acetic acid (0.1 mL) and sodium triacetoxy borohydride (63.3 mg) were added one by one. After agitating reaction solution at room temperature for 5.5 hours, a saturated sodium bicarbonate water and ethyl acetate were added to the reaction solution, and the organic layer was partitioned. After the obtained organic lay...